This data is from the Open Reaction Database (ORD), a public repository of structured organic reaction records. The task is: describe an organic reaction: reactants, conditions, products, and yield Starting materials: CC1=C(C=CC=C1O)C(=O)N[C@@H](CSC=2C=CC=CC2)[C@@H](CN3C[C@H]4CCCC[C@H]4C[C@H]3C(=O)NC(C)(C)C)O (Nelfinavir), CS(=O)(=O)O (methanesulfonic acid), C(C(C)C)C(=O)C (methyl isobutyl ketone). Solvent: C(C)O (ethanol). Yields the product CC1=C(C=CC=C1O)C(=O)N[C@@H](CSC=2C=CC=CC2)[C@@H](CN3C[C@H]4CCCC[C@H]4C[C@H]3C(=O)NC(C)(C)C)O.CS(=O)(=O)O (Nelfinavir Mesylate). As a reaction SMILES: [CH3:1][C:2]1[C:7]([OH:8])=[CH:6][CH:5]=[CH:4][C:3]=1[C:9]([NH:11][C@H:12]([C@H:21]([OH:40])[CH2:22][N:23]1[C@H:32]([C:33]([NH:35][C:36]([CH3:39])([CH3:38])[CH3:37])=[O:34])[CH2:31][C@H:30]2[C@H:25]([CH2:26][CH2:27][CH2:28][CH2:29]2)[CH2:24]1)[CH2:13][S:14][C:15]1[CH:16]=[CH:17][CH:18]=[CH:19][CH:20]=1)=[O:10].[CH3:41][S:42]([OH:45])(=[O:44])=[O:43].C(C(C)=O)C(C)C>C(O)C>[CH3:1][C:2]1[C:7]([OH:8])=[CH:6][CH:5]=[CH:4][C:3]=1[C:9]([NH:11][C@H:12]([C@H:21]([OH:40])[CH2:22][N:23]1[C@H:32]([C:33]([NH:35][C:36]([CH3:38])([CH3:37])[CH3:39])=[O:34])[CH2:31][C@H:30]2[C@H:25]([CH2:26][CH2:27][CH2:28][CH2:29]2)[CH2:24]1)[CH2:13][S:14][C:15]1[CH:20]=[CH:19][CH:18]=[CH:17][CH:16]=1)=[O:10].[CH3:41][S:42]([OH:45])(=[O:44])=[O:43] |f:4.5|. Procedure details: Nelfinavir base (20 g) is suspended in ethanol (30 ml), and methanesulfonic acid (3.4 g) is added at temperature of 28° C. to 45° C. over 20 min. The reaction mixture is maintained at 40° C. to 45° C. for 1 hr to get clear solution. The obtained clear solution is cooled to 28° C. to 30° C. and methyl isobutyl ketone (58 ml) is added over 30 min, mixed at temperature of 28° C. to 30° C. for 2 hrs. The reaction mass is cooled and maintained at 0° C. to 5° C. for 2 hr. The precipitated solid is fil... The reactants are NC1=CC=C(C=C1)O (4-aminophenol), CN1N(C(C(=C1C)C(=O)O)=O)C1=CC=CC=C1 (1,5-dimethyl-3-oxo-2-phenyl-2,3-dihydro-1H-pyrazole-4-carboxylic acid), C(Cl)Cl (DCM), CCN=C=NCCCN(C)C (EDCI), C1=CC2=C(N=C1)N(N=N2)O (HOAT). The solvent is CCOC(=O)C (EtOAc), O (water). Reaction conditions: temperature 46 celsius, time 4 hour. Product: NC1=NC=CC(=C1Cl)OC1=CC=C(C=C1)NC(=O)C=1C(N(N(C1C)C)C1=CC=CC=C1)=O (N-(4-((2-amino-3-chloropyridin-4-yl)oxy)phenyl)-1,5-dimethyl-3-oxo-2-phenyl-2,3-dihydro-1H-pyrazole-4-carboxamide). The yield is 52.5%. Reaction SMILES: [NH2:1][C:2]1[CH:7]=[CH:6][C:5]([OH:8])=[CH:4][CH:3]=1.[CH3:9][N:10]1[C:14]([CH3:15])=[C:13]([C:16]([OH:18])=O)[C:12](=[O:19])[N:11]1[C:20]1[CH:25]=[CH:24][CH:23]=[CH:22][CH:21]=1.CC[N:28]=[C:29]=[N:30][CH2:31][CH2:32][CH2:33]N(C)C.C1C=NC2N(O)N=NC=2C=1.[CH2:47](Cl)[Cl:48]>CCOC(C)=O.O>[NH2:28][C:29]1[C:47]([Cl:48])=[C:33]([O:8][C:5]2[CH:6]=[CH:7][C:2]([NH:1][C:16]([C:13]3[C:12](=[O:19])[N:11]([C:20]4[CH:25]=[CH:24][CH:23]=[CH:22][CH:21]=4)[N:10]([CH3:9])[C:14]=3[CH3:15])=[O:18])=[CH:3][CH:4]=2)[CH:32]=[CH:31][N:30]=1. Procedure: To a mixture of 4-aminophenol (1.09 g, 10 mmol) and 1,5-dimethyl-3-oxo-2-phenyl-2,3-dihydro-1H-pyrazole-4-carboxylic acid (2.37 g, 10.2 mmol) in DCM (30 mL) was added EDCI (2.3 g, 12 mmol) and HOAT (0.27 g, 2 mmol). The mixture was stirred at 46° C. for 4 hours, then cooled to rt and diluted with EtOAc (10 mL) and water (10 mL). The mixture was stirred at rt for 1 hour, then filtered to give the title compound as a white solid (1.7 g, 52.5%). Starting materials: CC(CC(O)C(Cc1ccccc1)NC(=O)OC(C)(C)C)C(=O)NC1CC2CCC1C2, NC1CCCCC1. Product: CC(CC(O)C(Cc1ccccc1)NC(=O)OC(C)(C)C)C(=O)NC1CCCCC1. As a reaction SMILES: [CH:1]12[CH:2]([NH:8][C:9]([CH:10]([CH2:11][CH:12]([CH:13]([CH2:14][c:15]3[cH:16][cH:17][cH:18][cH:19][cH:20]3)[NH:21][C:22](=[O:23])[O:24][C:25]([CH3:26])([CH3:27])[CH3:28])[OH:29])[CH3:30])=[O:31])[CH2:3][CH:4]([CH2:5][CH2:6]1)[CH2:7]2.[NH2:32][CH:33]1[CH2:34][CH2:35][CH2:36][CH2:37][CH2:38]1>>[CH2:1]1[CH:2]([NH:8][C:9]([CH:10]([CH2:11][CH:12]([CH:13]([CH2:14][c:15]2[cH:16][cH:17][cH:18][cH:19][cH:20]2)[NH:21][C:22](=[O:23])[O:24][C:25]([CH3:26])([CH3:27])[CH3:28])[OH:29])[CH3:30])=[O:31])[CH2:3][CH2:4][CH2:5][CH2:6]1. Reactants: C(CC)(=O)C1=CC=CC=C1 (propiophenone), CN(CCCN1C(C=C(C=C1)C(C1=CC=C(C=C1)O)=O)=O)C (1-(3-(dimethylamino) propyl)-4-(4-hydroxybenzoyl)pyridin-2(1H)-one). The product is CN(CCCN1C(C=C(C=C1)C(=C(CC)C1=CC=CC=C1)C1=CC=C(C=C1)O)=O)C (1-(3-(dimethylamino)propyl)-4-(1-(4-hydroxyphenyl)-2-phenyl but-1-enyl)pyridin-2(1H)-one). RXN SMILES: [C:1]([C:5]1[CH:10]=[CH:9][CH:8]=[CH:7][CH:6]=1)(=O)[CH2:2][CH3:3].[CH3:11][N:12]([CH3:32])[CH2:13][CH2:14][CH2:15][N:16]1[CH:21]=[CH:20][C:19]([C:22](=O)[C:23]2[CH:28]=[CH:27][C:26]([OH:29])=[CH:25][CH:24]=2)=[CH:18][C:17]1=[O:31]>>[CH3:11][N:12]([CH3:32])[CH2:13][CH2:14][CH2:15][N:16]1[CH:21]=[CH:20][C:19]([C:22]([C:23]2[CH:28]=[CH:27][C:26]([OH:29])=[CH:25][CH:24]=2)=[C:1]([C:5]2[CH:10]=[CH:9][CH:8]=[CH:7][CH:6]=2)[CH2:2][CH3:3])=[CH:18][C:17]1=[O:31]. Reported procedure: Following general procedure of McMurry reaction as described in example 1, step B, propiophenone (0.838 g, 3.0 eq) was reacted with 1-(3-(dimethylamino) propyl)-4-(4-hydroxybenzoyl)pyridin-2(1H)-one (0.8 g, 1.0 eq) to give the desired product (Z was prepared by preparative HPLC). 1H NMR (400 MHz, DMSO-d6) δ 9.54 (brs, 1H), 7.34 (d, J=6.8 Hz, 1H), 7.17-7.29 (m, 5H), 7.04 (d, J=8.4 Hz, 2H), 6.79 (d, J=8.4 Hz, 2H), 5.83 (d, J=1.6 Hz, 1H), 5.75 (dd, J=6.8 Hz, 1.6 Hz, 1H), 3.75 (t, J=6.8 Hz, 2H), 2.9... Reactants: C(C)(=O)C(CC)(C)CC (1-acetyl-1-ethyl-1-methylpropane), crude product, C(C)(=O)C(CC)(C)CC (1-acetyl-1-ethyl-1-methylpropane), O=CC(Cl)(Cl)Cl (chloral). The solvent is C(C)(=O)O (acetic acid). Product: ClC(C(CC(C(CC)(C)CC)=O)O)(Cl)Cl (1,1,1-trichloro-5-ethyl-2-hydroxy-5-methyl-4-oxoheptane). RXN SMILES: [C:1]([C:4]([CH2:8][CH3:9])([CH3:7])[CH2:5][CH3:6])(=[O:3])[CH3:2].[O:10]=[CH:11][C:12]([Cl:15])([Cl:14])[Cl:13]>C(O)(=O)C>[Cl:13][C:12]([Cl:15])([Cl:14])[CH:11]([OH:10])[CH2:2][C:1](=[O:3])[C:4]([CH2:8][CH3:9])([CH3:7])[CH2:5][CH3:6]. Procedure: A 30 g. portion of the product of Example 1, 1-acetyl-1-ethyl-1-methylpropane, was combined with 38.4 g. of chloral and 36 ml. of acetic acid, and was stirred under reflux, under nitrogen, for 4 days. The solvent was then carefully removed under vacuum to obtain 39 g. of the crude product as an amber, viscous oil. Starting materials: C(CCCCCCCCC)C1CC2=CC=C(C=C2C1)C1=NC=C(C=N1)O (2-(2-decylindan-5-yl)pyrimidine-5-ol), C(CCCCC)C1=CC=C(C=C1)C=1SC(=CN1)C1=CC=C(C=C1)O (4-{2-(4-hexylphenyl)thiazole-5-yl}phenol), C1(=CC=C(C=C1)S(=O)(=O)OCCCC1=CC=CC=C1)C (3-phenylpropyl p-toluenesulfonate). Product: C1(=CC=C(C=C1)S(=O)(=O)OCCCCC1=CC=CC=C1)C (4-phenylbutyl p-toluenesulfonate). Yield: 71.1%. Reaction SMILES: [CH2:1]([CH:11]1[CH2:19][C:18]2[C:13](=[CH:14][CH:15]=[C:16](C3N=CC(O)=CN=3)[CH:17]=2)C1)[CH2:2]CCCCCCCC.C(C1C=CC(C2SC(C3C=CC(O)=CC=3)=CN=2)=CC=1)CCCCC.[C:51]1([CH3:70])[CH:56]=[CH:55][C:54]([S:57]([O:60]CCCC2C=CC=CC=2)(=[O:59])=[O:58])=[CH:53][CH:52]=1>>[C:51]1([CH3:70])[CH:52]=[CH:53][C:54]([S:57]([O:60][CH2:2][CH2:1][CH2:11][CH2:19][C:18]2[CH:17]=[CH:16][CH:15]=[CH:14][CH:13]=2)(=[O:58])=[O:59])=[CH:55][CH:56]=1. Procedure: An objective product was prepared in the same manner as in Example 2 except that 2-(2-decylindan-5-yl)pyrimidine-5-ol was changed to 4-{2-(4-hexylphenyl)thiazole-5-yl}phenol and 3-phenylpropyl p-toluenesulfonate was changed to 4-phenylbutyl p-toluenesulfonate (Yield: 71.1%). Reactants: ClCl (chlorine), Cl[O-].[Na+] (sodium hypochlorite), Cl (hydrochloric acid), Cl[O-].[Na+] (sodium hypochlorite), [OH-].[Na+] (sodium hydroxide), ice, ClCl (chlorine), ClC=1C(=NC=C(C1)Cl)O (3,5-dichloro-2-hydroxypyridine), OC1=C(C(=O)O)C=CC=N1 (2-hydroxynicotinic acid), [OH-].[Na+] (sodium hydroxide), ice, OC1=C(C(=O)O)C=CC=N1 (2-hydroxynicotinic acid). Conditions: time 8 hour. Product: Cl[O-].[Na+] (Sodium hypochlorite), ClC=1C=C(C(=NC1)O)C(=O)O (5-Chloro-2-hydroxy-3-pyridinecarboxylic acid). Reaction SMILES: [OH-:1].[Na+:2].[Cl:3]Cl.Cl[O-].[Na+].[OH:8][C:9]1[N:17]=[CH:16][CH:15]=[CH:14][C:10]=1[C:11]([OH:13])=[O:12].Cl.[Cl:19]C1C(O)=NC=C(Cl)C=1>>[Cl:3][O-:1].[Na+:2].[Cl:19][C:15]1[CH:14]=[C:10]([C:11]([OH:13])=[O:12])[C:9]([OH:8])=[N:17][CH:16]=1 |f:0.1,3.4,8.9|. Procedure: Sodium hypochlorite solution was prepared by first adding 35.41 kg (442.6 mole) of 50% sodium hydroxide solution to 44 kg of flaked ice in a jacketed vessel having external circulating coolant; then adding 61.6 kg more flaked ice and introducing 7.87 kg (110.9 mole) of chlorine below the surface, all with agitation. To the sodium hypochlorite solution was added, portionwise, 15.0 kg of 98% purity (105.7 mole) 2-hydroxynicotinic acid (solids). The reaction temperature rose to 35° C. during the ad... Run at time 1 hour. The reactants are [H-].[H-].[H-].[H-].[Li+].[Al+3] (LiAlH4), C(C)OC(CC1=COC2=C1C=CC=C2)=O (ethyl(-1-benzofuran-3-yl)acetate). RXN SMILES: [H-].[H-].[H-].[H-].[Li+].[Al+3].C([O:9][C:10](=O)[CH2:11][C:12]1[C:16]2[CH:17]=[CH:18][CH:19]=[CH:20][C:15]=2[O:14][CH:13]=1)C>C1COCC1>[O:14]1[C:15]2[CH:20]=[CH:19][CH:18]=[CH:17][C:16]=2[C:12]([CH2:11][CH2:10][OH:9])=[CH:13]1 |f:0.1.2.3.4.5|. Run in C1CCOC1 (THF), C1CCOC1 (THF). The product is O1C=C(C2=C1C=CC=C2)CCO (2-(1-benzofuran-3-yl)ethanol). Reported procedure: To a stirred suspension of LiAlH4 (200 mg, excess) in THF at 0° C., ethyl(-1-benzofuran-3-yl)acetate (1.02 g, 5 mmol) in THF (20 mL) was added slowly. After the addition, the reaction mixture was stirred at room temperature for 1 hr and quenched with saturated NH4Cl solution. The product was extracted with chloroform and washed well with water. It was dried over anhydrous MgSO4, filtered and concentrated. The product 2-(1-benzofuran-3-yl)ethanol obtained as a white oil was pure enough to be take... Starting materials: COC=1C(=CC2=C(NCCCN2C)C1)N (8-methoxy-5-methyl-2,3,4,5-tetrahydro-1H-benzo[b][1,4]diazepin-7-ylamine), COC(C)O (methoxy ethanol), ClC1=NC=C(C(=N1)NC1=C(C=C(C=C1)N1CCOCC1)OC)Cl ((2,5-Dichloro-pyrimidin-4-yl)-(2-methoxy-4-morpholin-4-yl-phenyl)-amine), CC1([C@@H]2CC[C@]1(C(=O)C2)CS(=O)(=O)O)C (DL-10_camphorsulfonic acid), N (ammonia), C([O-])([O-])=O (carbonate). Solvent: CO (methanol), ClCCl (dichloromethane), CO (Methanol). Conditions: time 1 hour. The product is ClC=1C(=NC(=NC1)NC=1C(=CC2=C(N(CCNC2)C)C1)OC)NC1=C(C=C(C=C1)N1CCOCC1)OC (5-Chloro-N*2*-(7-methoxy-1-methyl-2,3,4,5-tetrahydro-1H-benzo[e][1,4]diazepin-8-yl)-N*4*-(2-methoxy-4-morpholin-4-yl-phenyl)-pyrimidine-2,4-diamine). Isolated yield 34.0%. RXN SMILES: COC1C(N)=C[C:6]2[N:12]([CH3:13])[CH2:11][CH2:10][CH2:9][NH:8][C:7]=2C=1.[CH3:16][O:17][CH:18](O)[CH3:19].Cl[C:22]1[N:27]=[C:26]([NH:28][C:29]2[CH:34]=[CH:33][C:32]([N:35]3[CH2:40][CH2:39][O:38][CH2:37][CH2:36]3)=[CH:31][C:30]=2[O:41][CH3:42])[C:25]([Cl:43])=[CH:24][N:23]=1.C[C:45]1([CH3:58])[C@]2(CS(O)(=O)=O)C(C[C@H]1CC2)=O.C(=O)([O-])[O-].[NH3:63]>CO.ClCCl>[Cl:43][C:25]1[C:26]([NH:28][C:29]2[CH:34]=[CH:33][C:32]([N:35]3[CH2:40][CH2:39][O:38][CH2:37][CH2:36]3)=[CH:31][C:30]=2[O:41][CH3:42])=[N:27][C:22]([NH:63][C:45]2[C:18]([O:17][CH3:16])=[CH:19][C:7]3[CH2:8][NH:9][CH2:10][CH2:11][N:12]([CH3:13])[C:6]=3[CH:58]=2)=[N:23][CH:24]=1. Procedure details: To 40 ml sure-seal reaction vial, 8-methoxy-5-methyl-2,3,4,5-tetrahydro-1H-benzo[b][1,4]diazepin-7-ylamine (0.21 g, 1 mmole), methoxy ethanol (6 ml), and (2,5-Dichloro-pyrimidin-4-yl)-(2-methoxy-4-morpholin-4-yl-phenyl)-amine (0.30 g, 0.8 mmole), DL-10_camphorsulfonic acid (0.47 g, 2 mmoles) were added. The reaction was heated to reflux for 3 hours. Upon cooling to room temperature, Methanol (10 ml) and MP-carbonate (0.70 g, 2.2 mmoles) were added. The reaction was stirred for one hour. The soli... Reactants: C1(CC1)CN1N=C(C=C(C1=O)CCCOS(=O)(=O)C)C1=CC(=C(C=C1)OC)F (2-cyclopropylmethyl-6-(3-fluoro-4-methoxyphenyl)-4-(3-methanesulfonyloxypropyl)-2H-pyridazin-3-one), CN1CCNCC1 (1-methylpiperazine). Product: C1(CC1)CN1N=C(C=C(C1=O)CCCN1CCN(CC1)C)C1=CC(=C(C=C1)OC)F (2-cyclopropylmethyl-6-(3-fluoro-4-methoxyphenyl)-4-[3-(4-methyl-1-piperazinyl)propyl]-2H-pyridazin-3-one). Yield: 62.0%. As a reaction SMILES: [CH:1]1([CH2:4][N:5]2[C:10](=[O:11])[C:9]([CH2:12][CH2:13][CH2:14]OS(C)(=O)=O)=[CH:8][C:7]([C:20]3[CH:25]=[CH:24][C:23]([O:26][CH3:27])=[C:22]([F:28])[CH:21]=3)=[N:6]2)[CH2:3][CH2:2]1.[CH3:29][N:30]1[CH2:35][CH2:34][NH:33][CH2:32][CH2:31]1>>[CH:1]1([CH2:4][N:5]2[C:10](=[O:11])[C:9]([CH2:12][CH2:13][CH2:14][N:33]3[CH2:34][CH2:35][N:30]([CH3:29])[CH2:31][CH2:32]3)=[CH:8][C:7]([C:20]3[CH:25]=[CH:24][C:23]([O:26][CH3:27])=[C:22]([F:28])[CH:21]=3)=[N:6]2)[CH2:3][CH2:2]1. Procedure details: Following the procedure of Example 1(10), 2-cyclopropylmethyl-6-(3-fluoro-4-methoxyphenyl)-4-(3-methanesulfonyloxypropyl)-2H-pyridazin-3-one and 1-methylpiperazine were reacted to yield the title compound as a yellow oil (yield: 62.0%).